This data is from the Open Reaction Database (ORD), a public repository of structured organic reaction records. The task is: describe an organic reaction: reactants, conditions, products, and yield Reactants: [BH4-].[Li+] (lithium borohydride), ClC=1C=C(C=CC1C(=O)N1CC=2N(CC3=C1C=CC=C3)C=CC2)N2N=C(C=C2)C(=O)OC (methyl 1-[3-chloro-4-(5H-pyrrolo[2,1-c][1,4]benzodiazepin-10(11H)-ylcarbonyl)phenyl]-1H-pyrazole-3-carboxylate). The solvent is three, O1CCCC1 (tetrahydrofuran), O1CCCC1 (tetrahydrofuran). Product: ClC=1C=C(C=CC1C(=O)N1CC=2N(CC3=C1C=CC=C3)C=CC2)N2N=C(C=C2)CO ({1-[3–Chloro-4-(5H-pyrrolo[2,1-c][1,4]benzodiazepin-10(11H)-ylcarbonyl)phenyl]-1H-pyrazol-3-yl}methanol). Yield: 35.5%. As a reaction SMILES: [Cl:1][C:2]1[CH:3]=[C:4]([N:24]2[CH:28]=[CH:27][C:26]([C:29](OC)=[O:30])=[N:25]2)[CH:5]=[CH:6][C:7]=1[C:8]([N:10]1[C:16]2[CH:17]=[CH:18][CH:19]=[CH:20][C:15]=2[CH2:14][N:13]2[CH:21]=[CH:22][CH:23]=[C:12]2[CH2:11]1)=[O:9].[BH4-].[Li+]>O1CCCC1>[Cl:1][C:2]1[CH:3]=[C:4]([N:24]2[CH:28]=[CH:27][C:26]([CH2:29][OH:30])=[N:25]2)[CH:5]=[CH:6][C:7]=1[C:8]([N:10]1[C:16]2[CH:17]=[CH:18][CH:19]=[CH:20][C:15]=2[CH2:14][N:13]2[CH:21]=[CH:22][CH:23]=[C:12]2[CH2:11]1)=[O:9] |f:1.2|. Procedure details: A stirred solution of methyl 1-[3-chloro-4-(5H-pyrrolo[2,1-c][1,4]benzodiazepin-10(11H)-ylcarbonyl)phenyl]-1H-pyrazole-3-carboxylate (0.14 g, 0.31 mmol) in tetrahydrofuran (5 mL) was heated at reflux and treated with a solution of 2.0 M lithium borohydride in tetrahydrofuran (3 mL, 6.0 mmol) in three 1 mL aliquots over 1.5 hours. After cooling to room temperature, the reaction was quenched with 2 N hydrochloric acid, and extracted with ethyl acetate (3×). The combined organic phase was washed wi... Reactants: C(C)(C)(C)OC(=O)N1CCN(CCC1)C1=NC2=C(N1)C=CC=C2 (1-(t-butoxycarbonyl)-4-(1H-benzimidazol-2-yl)[1,4]diazepane), COCCCl (2-chloroethyl methyl ether), CN(C=O)C (dimethylformamide), [H-].[Na+] (sodium hydride). Solvent: ClCCl.CO (dichloromethane methanol), ClCCl (dichloromethane). Conditions: temperature 85 celsius, time 20 minute. Product: C(C)(C)(C)OC(=O)N1CCN(CCC1)C1=NC2=C(N1CCOC)C=CC=C2 (1-(t-butoxycarbonyl)-4-(1-(2-methoxyethyl)-1H-benzimidazol-2-yl)[1,4]diazepane). As a reaction SMILES: [C:1]([O:5][C:6]([N:8]1[CH2:14][CH2:13][CH2:12][N:11]([C:15]2[NH:19][C:18]3[CH:20]=[CH:21][CH:22]=[CH:23][C:17]=3[N:16]=2)[CH2:10][CH2:9]1)=[O:7])([CH3:4])([CH3:3])[CH3:2].CN(C)C=O.[H-].[Na+].[CH3:31][O:32][CH2:33][CH2:34]Cl>ClCCl.ClCCl.CO>[C:1]([O:5][C:6]([N:8]1[CH2:14][CH2:13][CH2:12][N:11]([C:15]2[N:16]([CH2:34][CH2:33][O:32][CH3:31])[C:17]3[CH:23]=[CH:22][CH:21]=[CH:20][C:18]=3[N:19]=2)[CH2:10][CH2:9]1)=[O:7])([CH3:4])([CH3:2])[CH3:3] |f:2.3,6.7|. Reported procedure: Combine 1-(t-butoxycarbonyl)-4-(1H-benzimidazol-2-yl)[1,4]diazepane (2.03 g, 6.41 mmol) and dimethylformamide (50 mL). Cool in an ice-bath. Add sodium hydride (0.28 g, 60% n in oil, 7.0 mmol). After 20 minutes, add 2-chloroethyl methyl ether (0.7 mL, 7.66 mmol). Heat to 85° C. After 18 hours, cool to ambient temperature and dilute with dichloromethane, and extract with water, a saturated aqueous sodium bicarbonate solution, and then brine. Dry the organic layer over MgSO4, filter, and evaporate ... Reactants: C(C)(=O)OC1C(N(C1C1=C(C=CC=C1)Cl)C1=CC=C(C=C1)OC)=O (3-Acetoxy-N-(4-methoxyphenyl)-4-(2-chlorophenyl)-2-azetidinone), [OH-].[K+] (KOH), O (water), resultant mixture. Run in CC(=O)C (acetone), CO (methanol). The product is OC1C(N(C1C1=C(C=CC=C1)Cl)C1=CC=C(C=C1)OC)=O (3-Hydroxy-N-(4-methoxyphenyl)-4-(2-chloro phenyl)-2-azetidinone). Isolated yield 96.9%. RXN SMILES: C([O:4][CH:5]1[CH:8]([C:9]2[CH:14]=[CH:13][CH:12]=[CH:11][C:10]=2[Cl:15])[N:7]([C:16]2[CH:21]=[CH:20][C:19]([O:22][CH3:23])=[CH:18][CH:17]=2)[C:6]1=[O:24])(=O)C.[OH-].[K+].O>CC(C)=O.CO>[OH:4][CH:5]1[CH:8]([C:9]2[CH:14]=[CH:13][CH:12]=[CH:11][C:10]=2[Cl:15])[N:7]([C:16]2[CH:21]=[CH:20][C:19]([O:22][CH3:23])=[CH:18][CH:17]=2)[C:6]1=[O:24] |f:1.2|. Procedure: To a solution of β-lactam 23 (8.00 g, 23.1 mmol) in 50 ml of acetone was added KOH (1.30 g, 23.1 mmol) in 20 ml of methanol at 0° C. The resultant mixture was stirred for 5 minutes, and 50 ml of water was added. The product was precipitated and isolated by filtration to yield 6.8 g (96%) of 24 as a white solid, mp 178-180° C. 1H NMR (250 MHz) δ 7.48 (d, J=7.3 Hz, 1H), 7.34-7.24 (m, 5H), 6.85 (d, J=9.0 Hz, 2H), 5.63 (d, J=5.1 Hz, 1H), 5.34 (d, J=5.1 Hz, 1H), 3.78 (s, 3H), 1.74 (bs, 1H). 13C NMR (...